From a dataset of the Open Reaction Database (ORD), a public repository of structured organic reaction records. describe an organic reaction: reactants, conditions, products, and yield Starting materials: NC=1C=C(C(=O)C=2C=C3CC(NC3=CC2)=O)C=CC1 (5-(3-Amino-benzoyl)-1,3-dihydro-indol-2-one), acid chloride, C(C)N1N=C(C=C1C(=O)O)C (2-Ethyl-5-methyl-2H-pyrazole-3-carboxylic acid), S(=O)(Cl)Cl (thionyl chloride). The solvent is C1CCOC1 (THF). Conditions: temperature 79 celsius, time 2 hour. Product: O=C1NC2=CC=C(C=C2C1)C(=O)C=1C=C(C=CC1)NC(=O)C=1N(N=C(C1)C)CC (2-Ethyl-5-methyl-2H-pyrazole-3-carboxylic acid [3-(2-oxo-2,3-dihydro-1H-indole-5-carbonyl)-phenyl]-amide). Isolated yield 76.0%. As a reaction SMILES: [CH2:1]([N:3]1[C:7]([C:8]([OH:10])=O)=[CH:6][C:5]([CH3:11])=[N:4]1)[CH3:2].S(Cl)(Cl)=O.[NH2:16][C:17]1[CH:18]=[C:19]([CH:32]=[CH:33][CH:34]=1)[C:20]([C:22]1[CH:23]=[C:24]2[C:28](=[CH:29][CH:30]=1)[NH:27][C:26](=[O:31])[CH2:25]2)=[O:21]>C1COCC1>[O:31]=[C:26]1[CH2:25][C:24]2[C:28](=[CH:29][CH:30]=[C:22]([C:20]([C:19]3[CH:18]=[C:17]([NH:16][C:8]([C:7]4[N:3]([CH2:1][CH3:2])[N:4]=[C:5]([CH3:11])[CH:6]=4)=[O:10])[CH:34]=[CH:33][CH:32]=3)=[O:21])[CH:23]=2)[NH:27]1. Procedure details: A dry 25 mL flask was charged with 2-Ethyl-5-methyl-2H-pyrazole-3-carboxylic acid (0.802 g, 4.67 mmol) and thionyl chloride (10 mL) and allowed to stir at 79° C. for 2 h. The thionyl chloride was then removed by distillation. The crude acid chloride was cooled to room temperature, and then dissolved in THF (5 mL). 5-(3-Amino-benzoyl)-1,3-dihydro-indol-2-one (0.905 g, 3.59 mmol) was added to the THF solution of the acid chloride, and the mixture was allowed to reflux for 2 h. The reaction mixture... Starting materials: CC1=C(C=C(C=C1)C)NC(CC(C(C)C)=O)=O (N-(2,5-dimethylphenyl)-4-methyl-3-oxopentanamide), OS(=O)(=O)O (H2SO4). Yields the product C(C)(C)C1=CC(=NC2=C(C=CC(=C12)C)C)O (4-isopropyl-5,8-dimethylquinolin-2-ol). Reaction SMILES: [CH3:1][C:2]1[CH:7]=[CH:6][C:5]([CH3:8])=[CH:4][C:3]=1[NH:9][C:10](=[O:17])[CH2:11][C:12](=O)[CH:13]([CH3:15])[CH3:14].OS(O)(=O)=O>>[CH:13]([C:12]1[C:4]2[C:3](=[C:2]([CH3:1])[CH:7]=[CH:6][C:5]=2[CH3:8])[N:9]=[C:10]([OH:17])[CH:11]=1)([CH3:15])[CH3:14]. Procedure: A sample of N-(2,5-dimethylphenyl)-4-methyl-3-oxopentanamide and 10.0 mL of H2SO4 was reacted at 100° C. for 1 hour. After the reaction was cooled to room temperature it was quenched into ice-H2O. The resulting mixture was extracted with CH2Cl2 (3×20 mL). The combined organic extracts were washed with saturated NaHCO3 (3×15 mL), brine (1×20 mL), dried over MgSO4 and concentrated. The residue was recrystallized in EtOAc to give 1.30 g of the desired 4-isopropyl-5,8-dimethylquinolin-2-ol. Spectros... Starting materials: CN1CCOCC1, CN(C)C=O, O=C(Cl)Oc1ccccc1, C1CCN(C2CCNCC2)C1, Nc1cc(Oc2ccc(NC(=S)NC(=O)Cc3ccccc3)cc2F)ccn1, C1CCOC1. Product: O=C(Cc1ccccc1)NC(=S)Nc1ccc(Oc2ccnc(NC(=O)N3CCC(N4CCCC4)CC3)c2)c(F)c1. RXN SMILES: [CH3:29][N:30]1[CH2:31][CH2:34][O:33][CH2:32][CH2:35]1.[CH3:62][N:63]([CH3:64])[CH:65]=[O:66].[Cl:36][C:37]([O:38][c:39]1[cH:40][cH:41][cH:42][cH:43][cH:44]1)=[O:45].[N:46]1([CH:51]2[CH2:52][CH2:53][NH:54][CH2:55][CH2:56]2)[CH2:47][CH2:48][CH2:49][CH2:50]1.[NH2:1][c:2]1[n:3][cH:4][cH:5][c:6]([O:8][c:9]2[c:10]([F:28])[cH:11][c:12]([NH:15][C:16](=[S:17])[NH:18][C:19]([CH2:20][c:21]3[cH:22][cH:23][cH:24][cH:25][cH:26]3)=[O:27])[cH:13][cH:14]2)[cH:7]1.[O:57]1[CH2:58][CH2:59][CH2:60][CH2:61]1>>[NH:1]([c:2]1[n:3][cH:4][cH:5][c:6]([O:8][c:9]2[c:10]([F:28])[cH:11][c:12]([NH:15][C:16](=[S:17])[NH:18][C:19]([CH2:20][c:21]3[cH:22][cH:23][cH:24][cH:25][cH:26]3)=[O:27])[cH:13][cH:14]2)[cH:7]1)[C:32](=[O:33])[N:54]1[CH2:53][CH2:52][CH:51]([N:46]2[CH2:47][CH2:48][CH2:49][CH2:50]2)[CH2:56][CH2:55]1. Starting materials: CN1C(C(C(C2=CC=CC=C12)=O)=NO)=O (1-Methyl-3-Oximino-Quinolin-2,4(1H)-Dione), CN1C(C(C(C2=CC=CC=C12)=O)=NO)=O (1-Methyl-3-Oximino-Quinolin-2,4(1H)-Dione), [N+](=[N-])=C (diazomethane), CCOCC (ether). Run in C(Cl)Cl (methylene chloride), CO (methanol). Product: CN1C(C(=C(C2=CC=CC=C12)OC)OC)=O (1-Methyl-3,4-di-Methoxy-2(1H)-Quinolinone). RXN SMILES: [CH3:1][N:2]1[C:11]2[C:6](=[CH:7][CH:8]=[CH:9][CH:10]=2)[C:5](=[O:12])[C:4](=NO)[C:3]1=[O:15].[N+](=[CH2:18])=[N-].C[CH2:20][O:21]CC>C(Cl)Cl.CO>[CH3:1][N:2]1[C:11]2[C:6](=[CH:7][CH:8]=[CH:9][CH:10]=2)[C:5]([O:12][CH3:18])=[C:4]([O:21][CH3:20])[C:3]1=[O:15]. Procedure: A suspension of 1-methyl-3,4-dihydroxy-2(1H)-quinolinone (0.2 gm, Example 7, obtained from Formula 1.02, see Example 1) in methylene chloride (5 ml) and methanol (5 ml) was treated with a solution of excess diazomethane in ether. The resulting solution was evaporated and the residue was chromatographed on silica gel (5 gm). The major product of the reaction was eluted with 1% methanol/methylene chloride and crystallized from ethyl acetate-hexane to give the title compound. That the expected prod... Starting materials: O=C1CCC(=O)N1Br, CC#N, COc1cccc2cc(C(=O)C3CC3)oc12, O. Product: COc1ccc(Br)c2cc(C(=O)C3CC3)oc12. As a reaction SMILES: [Br:1][N:2]1[C:3](=[O:4])[CH2:5][CH2:6][C:7]1=[O:8].[CH3:26][C:27]#[N:28].[CH:9]1([C:12](=[O:13])[c:14]2[o:15][c:16]3[c:17]([cH:18]2)[cH:19][cH:20][cH:21][c:22]3[O:23][CH3:24])[CH2:10][CH2:11]1.[OH2:25]>>[Br:1][c:19]1[c:17]2[c:16]([o:15][c:14]([C:12]([CH:9]3[CH2:10][CH2:11]3)=[O:13])[cH:18]2)[c:22]([O:23][CH3:24])[cH:21][cH:20]1. The reactants are COC(=O)c1ccc(NC2CCCCC2)c([N+](=O)[O-])c1, CO. Yields the product COC(=O)c1ccc(NC2CCCCC2)c(N)c1. Reaction SMILES: [CH3:1][O:2][C:3]([c:4]1[cH:5][c:6]([N+:17]([O-:18])=[O:19])[c:7]([NH:10][CH:11]2[CH2:12][CH2:13][CH2:14][CH2:15][CH2:16]2)[cH:8][cH:9]1)=[O:20].[CH3:21][OH:22]>>[CH3:1][O:2][C:3]([c:4]1[cH:5][c:6]([NH2:17])[c:7]([NH:10][CH:11]2[CH2:12][CH2:13][CH2:14][CH2:15][CH2:16]2)[cH:8][cH:9]1)=[O:20]. Procedure: To a solution of Example 1A (4.2 g, 27 mmol) in THF (100 mL) at room temperature under N2 was added O-ethyl carbonisothiocyanatidate (3.55 g, 27 mmol). The reaction mixture was stirred for 1 hour and iodine (6.8 g, 27 mmol), MeOH (100 mL) and pyridine (10 mL) were added. The reaction mixture was stirred for 2 hours. The reaction mixture was poured into saturated NaHCO3/Et2O and stirred for 30 minutes. Additional saturated NaHCO3 and Et2O were added and the organic layer was separated. The aqueou... As a reaction SMILES: [C:1]([N:5]=[CH:6][CH2:7][CH2:8][CH2:9][CH2:10][CH3:11])([CH3:4])([CH3:3])[CH3:2].[C:12]([N:17]=[C:18]=[S:19])(=[O:16])[O:13][CH2:14][CH3:15].II.C([O-])(O)=O.[Na+].CCOCC.C([O-])(O)=O.[Na+]>C1COCC1.CCOCC.N1C=CC=CC=1.CO>[CH2:8]([C:7]1=[CH:6][N:5]([C:1]([CH3:2])([CH3:3])[CH3:4])[S:19]/[C:18]/1=[N:17]\[C:12](=[O:16])[O:13][CH2:14][CH3:15])[CH2:9][CH2:10][CH3:11] |f:3.4.5,6.7|. Reaction conditions: time 1 hour. Run in N1=CC=CC=C1 (pyridine), CO (MeOH), CCOCC (Et2O), C1CCOC1 (THF). The product is C(CCC)C/1=CN(S\C1=N/C(OCC)=O)C(C)(C)C (ethyl [(5Z)-4-butyl-2-tert-butylisothiazol-5(2H)-ylidene]carbamate). Reactants: II (iodine), C(=O)(O)[O-].[Na+].CCOCC (NaHCO3 Et2O), C(=O)(O)[O-].[Na+] (NaHCO3), C(C)(C)(C)N=CCCCCC (N-(tert-butyl)-N-hexylideneamine), C(OCC)(=O)N=C=S (O-ethyl carbonisothiocyanatidate). Yield: 67.7%.